describe an organic reaction: reactants, conditions, products, and yield From a dataset of the Open Reaction Database (ORD), a public repository of structured organic reaction records. Starting materials: C(C)N1C=C(C(C2=CC(=C(C=C12)N1CCN(CC1)CC(=O)C1=CC=C(C=C1)OC)F)=O)C(=O)O (1-ethyl-6-fluoro-7-{4-[2-(4-methoxyphenyl)-2-oxoethyl]-1-piperazinyl}-4-oxo-1,4-dihydroquinoline-3-carboxylic acid), Cl.NO (hydroxylamine hydrochloride). The product is C(C)N1C=C(C(C2=CC(=C(C=C12)N1CCN(CC1)CC(C1=CC=C(C=C1)OC)=NO)F)=O)C(=O)O (1-Ethyl-6-fluoro-7-{4-[2-hydroxyimino-2-(4-methoxy-phenyl)ethyl]-1-piperazinyl}-4-oxo-1,4-dihydroquinoline-3-carboxylic acid), Example 3. Isolated yield 74.0%. Reaction SMILES: [CH2:1]([N:3]1[C:12]2[C:7](=[CH:8][C:9]([F:30])=[C:10]([N:13]3[CH2:18][CH2:17][N:16]([CH2:19][C:20]([C:22]4[CH:27]=[CH:26][C:25]([O:28][CH3:29])=[CH:24][CH:23]=4)=O)[CH2:15][CH2:14]3)[CH:11]=2)[C:6](=[O:31])[C:5]([C:32]([OH:34])=[O:33])=[CH:4]1)[CH3:2].Cl.[NH2:36][OH:37]>>[CH2:1]([N:3]1[C:12]2[C:7](=[CH:8][C:9]([F:30])=[C:10]([N:13]3[CH2:14][CH2:15][N:16]([CH2:19][C:20](=[N:36][OH:37])[C:22]4[CH:27]=[CH:26][C:25]([O:28][CH3:29])=[CH:24][CH:23]=4)[CH2:17][CH2:18]3)[CH:11]=2)[C:6](=[O:31])[C:5]([C:32]([OH:34])=[O:33])=[CH:4]1)[CH3:2] |f:1.2|. Procedure: 1-Ethyl-6-fluoro-7-{4-[2-hydroxyimino-2-(4-methoxy-phenyl)ethyl]-1-piperazinyl}-4-oxo-1,4-dihydroquinoline-3-carboxylic acid was prepared from 1-ethyl-6-fluoro-7-{4-[2-(4-methoxyphenyl)-2-oxoethyl]-1-piperazinyl}-4-oxo-1,4-dihydroquinoline-3-carboxylic acid (0.47 g, 1 mmole) and hydroxylamine hydrochloride (0.14 g, 2 mol) by a method similar to that described for Example 3 (74% yield). Mp: 221° C. (dec). 1H NMR (DMSO-d6) δ 1.38 (t, 3H, J=7.2), 2.61 and 3.24 (two m, 8H), 3.41 and 3.77 (two s, 2H)... The reactants are NC=1C=C(C=C(C1)C(F)(F)F)Br (5-amino-3-bromobenzotrifluoride), C(#N)C1=CC=C(C=C1)B(O)O (4-cyanophenylboronic acid). Product: NC1=CC(=C(C=C1)C1=CC=C(C=C1)C#N)C(F)(F)F (4′-Amino-2′-trifluoromethyl-biphenyl-4-carbonitrile). Reaction SMILES: [NH2:1][C:2]1[CH:3]=[C:4](Br)[CH:5]=[C:6]([C:8]([F:11])([F:10])[F:9])[CH:7]=1.[C:13]([C:15]1[CH:20]=[CH:19][C:18](B(O)O)=[CH:17][CH:16]=1)#[N:14]>>[NH2:1][C:2]1[CH:3]=[CH:4][C:5]([C:18]2[CH:19]=[CH:20][C:15]([C:13]#[N:14])=[CH:16][CH:17]=2)=[C:6]([C:8]([F:11])([F:10])[F:9])[CH:7]=1. Reported procedure: The title compound is prepared as described in Example 13 but using 5-amino-3-bromobenzotrifluoride (OAKWOOD PRODUCTS; Inc.) and 1.5 equiv of 4-cyanophenylboronic acid (MATRIX SCIENTIFIC). Silica gel column chromatography purification (Hexane/EtOAc, 4:1) provides the title compound as a white solid: ES-MS: 262.0 [M-H]−; single peak at tR=4.37 min (System 1); Rf=0.09 (Hexane/EtOAc, 4:1). The reactants are C(C)OC(=O)C1=CC=C(C=C1)NC(CC1=CC=C(C=C1)Cl)=O (N-(4-Ethoxycarbonylphenyl)-(4-chlorophenyl)-acetamide), Cl (hydrochloric acid). Solvent: C1CCOC1 (THF). Conditions: time 30 minute. Yields the product ClC1=CC=C(C=C1)CCNC1=CC=C(C(=O)OCC)C=C1 (ethyl 4-[2-(4-chlorophenyl)ethylamino]benzoate). Isolated yield 44.1%. As a reaction SMILES: [CH2:1]([O:3][C:4]([C:6]1[CH:11]=[CH:10][C:9]([NH:12][C:13](=O)[CH2:14][C:15]2[CH:20]=[CH:19][C:18]([Cl:21])=[CH:17][CH:16]=2)=[CH:8][CH:7]=1)=[O:5])[CH3:2].Cl>C1COCC1>[Cl:21][C:18]1[CH:17]=[CH:16][C:15]([CH2:14][CH2:13][NH:12][C:9]2[CH:8]=[CH:7][C:6]([C:4]([O:3][CH2:1][CH3:2])=[O:5])=[CH:11][CH:10]=2)=[CH:20][CH:19]=1. Reported procedure: N-(4-Ethoxycarbonylphenyl)-(4-chlorophenyl)-acetamide (8.91 g., 0.03 mole) was dissolved in dry THF (70 ml) under nitrogen and borane-dimethyl sulphide complex (3.8 ml; 0.03 mole) was added at room temperature. The mixture was stirred for 30 minutes at room temperature, boiled under reflux with stirring for 4 hours, cooled and 1 N hydrochloric acid (70 ml) was added. The organic phase was separated, the aqueous layer extracted with dichloromethane (2×80 ml), the combined organic phases washed wi...